Dataset: the Open Reaction Database (ORD), a public repository of structured organic reaction records. Task: describe an organic reaction: reactants, conditions, products, and yield Reactants: BrCC1=CC2=C(C(N(O2)C(C2=CC=CC=C2)(C2=CC=CC=C2)C2=CC=CC=C2)=O)C=C1 (6-(bromomethyl)-2-triphenylmethyl-1,2-benzisoxazol-3(2H)-one), C(C)NCC (diethylamine), CN(C=O)C (N,N-dimethylformamide), C(C)(=O)OCC (Ethyl acetate). Solvent: O (water), C(Cl)Cl (methylene chloride). Conditions: time 50 minute. Product: C(C)N(CC)CC1=CC2=C(C(N(O2)C(C2=CC=CC=C2)(C2=CC=CC=C2)C2=CC=CC=C2)=O)C=C1 (6-(diethylamino)methyl-2-triphenylmethyl-1,2-benzisoxazol-3(2H)-one). RXN SMILES: Br[CH2:2][C:3]1[CH:31]=[CH:30][C:6]2[C:7](=[O:29])[N:8]([C:10]([C:23]3[CH:28]=[CH:27][CH:26]=[CH:25][CH:24]=3)([C:17]3[CH:22]=[CH:21][CH:20]=[CH:19][CH:18]=3)[C:11]3[CH:16]=[CH:15][CH:14]=[CH:13][CH:12]=3)[O:9][C:5]=2[CH:4]=1.[CH2:32]([NH:34][CH2:35][CH3:36])[CH3:33].CN(C)C=O.C(OCC)(=O)C>O.C(Cl)Cl>[CH2:32]([N:34]([CH2:2][C:3]1[CH:31]=[CH:30][C:6]2[C:7](=[O:29])[N:8]([C:10]([C:23]3[CH:28]=[CH:27][CH:26]=[CH:25][CH:24]=3)([C:17]3[CH:22]=[CH:21][CH:20]=[CH:19][CH:18]=3)[C:11]3[CH:16]=[CH:15][CH:14]=[CH:13][CH:12]=3)[O:9][C:5]=2[CH:4]=1)[CH2:35][CH3:36])[CH3:33]. Reported procedure: 30.0 g of 6-(bromomethyl)-2-triphenylmethyl-1,2-benzisoxazol-3(2H)-one and 13.9 mL of diethylamine were added to 90 mL of N,N-dimethylformamide. This was stirred for 50 minutes at room temperature. Ethyl acetate, methylene chloride and water were added to the reaction mixture, and an organic layer was separated. Water and hydrochloric acid were added to the organic layer, and an aqueous layer was separated. An organic layer was extracted with water and, together with the aqueous layer, 180 mL of... Reactants: ClC1=NC(=C(C(=N1)C(CC=C)(O)C1=CC=CC=C1)C=C)NC (1-(2-chloro-6-(methylamino)-5-vinylpyrimidin-4-yl)-1-phenylbut-3-en-1-ol). The reagents and catalysts are Cl[Ru](Cl)([P](C1CCCCC1)(C2CCCCC2)C3CCCCC3)([P](C4CCCCC4)(C5CCCCC5)C6CCCCC6)=CC7=CC=CC=C7 (Grubbs I). Solvent: C1=CC=CC=C1 (benzene). Reaction conditions: temperature 85 celsius. Yields the product ClC1=NC=2C(CC=CC2C(=N1)NC)(O)C1=CC=CC=C1 (2-chloro-4-(methylamino)-8-phenyl-7,8-dihydroquinazolin-8-ol). The yield is 91.5%. Reaction SMILES: [Cl:1][C:2]1[N:7]=[C:6]([C:8]([C:13]2[CH:18]=[CH:17][CH:16]=[CH:15][CH:14]=2)([OH:12])[CH2:9]C=C)[C:5]([CH:19]=[CH2:20])=[C:4]([NH:21][CH3:22])[N:3]=1>C1C=CC=CC=1.Cl[Ru](=CC1C=CC=CC=1)([P](C1CCCCC1)(C1CCCCC1)C1CCCCC1)([P](C1CCCCC1)(C1CCCCC1)C1CCCCC1)Cl>[Cl:1][C:2]1[N:3]=[C:4]([NH:21][CH3:22])[C:5]2[CH:19]=[CH:20][CH2:9][C:8]([C:13]3[CH:18]=[CH:17][CH:16]=[CH:15][CH:14]=3)([OH:12])[C:6]=2[N:7]=1 |^1:37,56|. Reported procedure: To a solution of 1-(2-chloro-6-(methylamino)-5-vinylpyrimidin-4-yl)-1-phenylbut-3-en-1-ol (60 mg) in benzene (5 mL) was added Grubbs I (16 mg), and the reaction mixture was heated at 85° C. for 1 h. The solvent was removed, and the residue was purified by preparative TLC eluting with 40% EtOAc/Hexanes to give the title compound as a colorless oil (50 mg). 1H NMR (500 MHz, CDCl3) δ ppm 7.4 (5H, m), 6.25 (1H, m), 6.07 (1H, m), 5.14 (1H, br. S), 4.52 (1H, s), 3.10 (3H, d<J=5.0 Hz), 2.99 (2H, m). 13...